Dataset: the Open Reaction Database (ORD), a public repository of structured organic reaction records. Task: describe an organic reaction: reactants, conditions, products, and yield The reactants are COC(=O)c1ccc(Br)cc1Cl, O=C([O-])[O-], CC1(C)OB(c2cnc(N)nc2)OC1(C)C, Cc1ccccc1, CCO, [K+], [K+], O, c1ccc(P(c2ccccc2)(c2ccccc2)[Pd](P(c2ccccc2)(c2ccccc2)c2ccccc2)(P(c2ccccc2)(c2ccccc2)c2ccccc2)P(c2ccccc2)(c2ccccc2)c2ccccc2)cc1. Product: COC(=O)c1ccc(-c2cnc(N)nc2)cc1Cl. Reaction SMILES: [Br:7][c:8]1[cH:9][c:10]([Cl:18])[c:11]([C:12](=[O:13])[O:14][CH3:15])[cH:16][cH:17]1.[C:1](=[O:2])([O-:3])[O-:4].[CH3:19][C:20]1([CH3:21])[C:22]([CH3:23])([CH3:24])[O:25][B:26]([c:27]2[cH:28][n:29][c:30]([NH2:33])[n:31][cH:32]2)[O:34]1.[CH3:36][c:37]1[cH:38][cH:39][cH:40][cH:41][cH:42]1.[CH3:43][CH2:44][OH:45].[K+:5].[K+:6].[OH2:35].[cH:46]1[cH:47][cH:48][c:49]([P:50]([Pd:51]([P:52]([c:53]2[cH:54][cH:55][cH:56][cH:57][cH:58]2)([c:59]2[cH:60][cH:61][cH:62][cH:63][cH:64]2)[c:65]2[cH:66][cH:67][cH:68][cH:69][cH:70]2)([P:71]([c:72]2[cH:73][cH:74][cH:75][cH:76][cH:77]2)([c:78]2[cH:79][cH:80][cH:81][cH:82][cH:83]2)[c:84]2[cH:85][cH:86][cH:87][cH:88][cH:89]2)[P:90]([c:91]2[cH:92][cH:93][cH:94][cH:95][cH:96]2)([c:97]2[cH:98][cH:99][cH:100][cH:101][cH:102]2)[c:103]2[cH:104][cH:105][cH:106][cH:107][cH:108]2)([c:109]2[cH:110][cH:111][cH:112][cH:113][cH:114]2)[c:115]2[cH:116][cH:117][cH:118][cH:119][cH:120]2)[cH:121][cH:122]1>>[c:8]1(-[c:27]2[cH:28][n:29][c:30]([NH2:33])[n:31][cH:32]2)[cH:9][c:10]([Cl:18])[c:11]([C:12](=[O:13])[O:14][CH3:15])[cH:16][cH:17]1. The solvent is ClCCl (dichloromethane), ClCCl (dichloromethane). Product: C(C)(C)(C)OC(=O)NC1CN(CC1)C1=CC=C2C(C(=CN(C2=N1)C(C)(C)C)C(=O)OCC)=O (ethyl 7-(3-((tert-butoxycarbonyl)amino)pyrrolidin-1-yl)-1-tert-butyl-4-oxo-1,4-dihydro-1,8-naphthyridine-3-carboxylate). Reaction conditions: time 18 hour. Procedure: A solution of Example 73C (0.19 g), 3-(tert-butoxycarbonylamino)pyrrolidine (0.344 g), and potassium carbonate (0.255 g) in dichloromethane (6.2 mL) was refluxed for 4 hours then cooled, stirred for 18 hours, diluted with dichloromethane (50 mL), washed with 0.1M HCl, saturated sodium bicarbonate, and brine, and dried (MgSO4), filtered, and concentrated; and the concentrate was recrystallized from diethyl ether. Reactants: C(C)(C)(C)N1C=C(C(C2=CC=C(N=C12)Cl)=O)C(=O)OCC (ethyl 1-tert-butyl-7-chloro-4-oxo-1,4-dihydro-1,8-naphthyridine-3-carboxylate), C(C)(C)(C)OC(=O)NC1CNCC1 (3-(tert-butoxycarbonylamino)pyrrolidine), C([O-])([O-])=O.[K+].[K+] (potassium carbonate). As a reaction SMILES: [C:1]([N:5]1[C:14]2[C:9](=[CH:10][CH:11]=[C:12](Cl)[N:13]=2)[C:8](=[O:16])[C:7]([C:17]([O:19][CH2:20][CH3:21])=[O:18])=[CH:6]1)([CH3:4])([CH3:3])[CH3:2].[C:22]([O:26][C:27]([NH:29][CH:30]1[CH2:34][CH2:33][NH:32][CH2:31]1)=[O:28])([CH3:25])([CH3:24])[CH3:23].C(=O)([O-])[O-].[K+].[K+]>ClCCl>[C:22]([O:26][C:27]([NH:29][CH:30]1[CH2:34][CH2:33][N:32]([C:12]2[N:13]=[C:14]3[C:9]([C:8](=[O:16])[C:7]([C:17]([O:19][CH2:20][CH3:21])=[O:18])=[CH:6][N:5]3[C:1]([CH3:4])([CH3:3])[CH3:2])=[CH:10][CH:11]=2)[CH2:31]1)=[O:28])([CH3:25])([CH3:23])[CH3:24] |f:2.3.4|.